This data is from the Open Reaction Database (ORD), a public repository of structured organic reaction records. The task is: describe an organic reaction: reactants, conditions, products, and yield Solvent: O1CCCC1 (tetrahydrofuran). Yield: 22.5%. Reaction SMILES: [C:1](C(CCCCCCCCCN)C(O)=O)([O:3][CH2:4][CH:5]1[C:17]2[C:12](=[CH:13][CH:14]=[CH:15][CH:16]=2)[C:11]2[C:6]1=[CH:7][CH:8]=[CH:9][CH:10]=2)=[O:2].[OH:32][C:33]1[C:41]2N=NN[C:37]=2[CH:36]=[CH:35][CH:34]=1.Cl.CN(C)[CH2:45][CH2:46][CH2:47][N:48]=C=NCC.[NH2:54][CH2:55][CH2:56][CH:57]([O:61][CH2:62][CH3:63])[O:58][CH2:59][CH3:60].[CH:64](N(CC)C(C)C)(C)[CH3:65]>O1CCCC1>[CH2:59]([O:58][CH:57]([O:61][CH2:62][CH3:63])[CH2:56][CH2:55][NH:54][C:33](=[O:32])[CH2:41][CH2:37][CH2:36][CH2:35][CH2:34][CH2:64][CH2:65][CH2:45][CH2:46][CH2:47][NH:48][C:1](=[O:2])[O:3][CH2:4][CH:5]1[C:6]2[CH:7]=[CH:8][CH:9]=[CH:10][C:11]=2[C:12]2[C:17]1=[CH:16][CH:15]=[CH:14][CH:13]=2)[CH3:60] |f:2.3|. Starting materials: C(=O)(OCC1C2=CC=CC=C2C2=CC=CC=C12)C(C(=O)O)CCCCCCCCCN (Fmoc-11-aminoundecanoic acid), NCCC(OCC)OCC (1-amino-3,3-diethoxypropane), C(C)(C)N(C(C)C)CC (N,N-diisopropylethylamine), OC1=CC=CC=2NN=NC21 (hydroxybenzotriazole), Cl.CN(CCCN=C=NCC)C (1-(3-dimethylaminopropyl)-3-ethylcarbodiimide hydrochloride). The product is C(C)OC(CCNC(CCCCCCCCCCNC(OCC1C2=CC=CC=C2C=2C=CC=CC12)=O)=O)OCC (9H-fluoren-9-ylmethyl 11-[(3,3-diethoxypropyl)amino]-11-oxoundecyl-carbamate). Procedure details: By using an analogous procedure to that described for Reference Example 13, Fmoc-11-aminoundecanoic acid (2 g, 4.7 mmol), hydroxybenzotriazole (639 mg, 4.7 mmol), 1-(3-dimethylaminopropyl)-3-ethylcarbodiimide hydrochloride (906 mg, 4.7 mmol), 1-amino-3,3-diethoxypropane (662 gm, 4.5 mmol) and N,N-diisopropylethylamine (0.834 ml, 4.7 mmol) were reacted in anhydrous tetrahydrofuran (30 ml) at room temperature for 16 hours. Purification by chromatography (flash column, silica gel, 50-80% ethyl acet... Product: O=Cc1ccc(OCCCC(=O)O)cc1. As a reaction SMILES: [CH2:1]([CH3:2])[O:3][C:4]([CH2:5][CH2:6][CH2:7][O:8][c:9]1[cH:10][cH:11][c:12]([CH:15]=[O:16])[cH:13][cH:14]1)=[O:17].[CH3:20][OH:21].[Na+:19].[OH-:18]>>[O:3]=[C:4]([CH2:5][CH2:6][CH2:7][O:8][c:9]1[cH:10][cH:11][c:12]([CH:15]=[O:16])[cH:13][cH:14]1)[OH:17]. Reactants: CCOC(=O)CCCOc1ccc(C=O)cc1, CO, [Na+], [OH-]. Reported procedure: Combine 3-bromodibenzofuraan (0.5 g, 2.0 mmol) and tetrahydrofuran (30 ml). Cool to about −78° C. Add a solution of t-butyllithium, 1.6 M solution in hexane (2.2 ml, 3.0 mmol), then warn to about 0° C. for 10 min. Cool to about −78° C. and add dimethylformamide (0.5 ml, 5.9 mmol). Warm to room temperature, quench with water, and extract with dichloromethane. Combine the organic layers and wash sequentially with distilled water and brine and then dry (Na2SO4), filter, and concentrate to give a re... Reaction conditions: temperature -78 celsius, time 10 minute. Product: C1=CC(=CC=2OC3=C(C21)C=CC=C3)C=O (Dibenzofuran-3-carbaldehyde). Starting materials: C(C)(C)(C)[Li] (t-butyllithium), solution, CCCCCC (hexane), 3-bromodibenzofuraan, CN(C=O)C (dimethylformamide), O1CCCC1 (tetrahydrofuran). As a reaction SMILES: [C:1]([Li])(C)(C)[CH3:2].[CH3:6][CH2:7][CH2:8][CH2:9][CH2:10][CH3:11].CN(C)[CH:14]=[O:15].[O:17]1[CH2:21][CH2:20][CH2:19][CH2:18]1>>[CH:8]1[C:7]2[C:1]3[CH:2]=[CH:18][CH:19]=[CH:20][C:21]=3[O:17][C:6]=2[CH:11]=[C:10]([CH:14]=[O:15])[CH:9]=1. Reactants: C(=O)(N1C=NC=C1)N1C=NC=C1 (1,1′-Carbonyldiimidazole), NCC1=C(C=C(C(=O)N2CC3=C(NC4=C2C=CC=C4)N(N=C3)C)C=C1)C (5-(4-(aminomethyl)-3-methylbenzoyl)-1-methyl-4,10-dihydropyrazolo-[5,4-b][1,5]benzodiazepine), CN1CCNCCC1 (1-methylhomopiperazine), CCN(C(C)C)C(C)C (DIEA). Solvent: CN(C)C=O (DMF), CN(C)C=O (DMF). Conditions: time 1 hour. Yields the product CN1N=CC2=C1NC1=C(N(C2)C(C2=CC(=C(C=C2)CNC(=O)N2CCN(CCC2)C)C)=O)C=CC=C1 (1-Methyl-5-(3-methyl-4-(4-methylperhydro-1,4-diazepine-1-carbonylaminomethyl)benzoyl)-4,10-dihydropyrazolo[5,4-b][1,5]benzodiazepine). RXN SMILES: [C:1]([N:8]1[CH:12]=[CH:11]N=C1)([N:3]1[CH:7]=[CH:6][N:5]=[CH:4]1)=[O:2].NCC1[CH:37]=[CH:36][C:18]([C:19]([N:21]2[C:27]3[CH:28]=[CH:29][CH:30]=[CH:31][C:26]=3[NH:25][C:24]3[N:32]([CH3:35])[N:33]=[CH:34][C:23]=3[CH2:22]2)=[O:20])=[CH:17][C:16]=1[CH3:38].CN1[CH2:46][CH2:45][CH2:44]NCC1.CCN(C(C)C)C(C)C>CN(C=O)C>[CH3:35][N:32]1[C:24]2[NH:25][C:26]3[CH:31]=[CH:30][CH:29]=[CH:28][C:27]=3[N:21]([C:19](=[O:20])[C:18]3[CH:36]=[CH:37][C:11]([CH2:12][NH:8][C:1]([N:3]4[CH2:46][CH2:45][CH2:44][N:5]([CH3:4])[CH2:6][CH2:7]4)=[O:2])=[C:16]([CH3:38])[CH:17]=3)[CH2:22][C:23]=2[CH:34]=[N:33]1. Procedure: 1,1′-Carbonyldiimidazole (37 mg, 0.23 mmol) was added to a solution of 5-(4-(aminomethyl)-3-methylbenzoyl)-1-methyl-4,10-dihydropyrazolo-[5,4-b][1,5]benzodiazepine (75 mg, 0.22 mmol) in DMF (2 ml). The solution was stirred for 1 h, a solution of 1-methylhomopiperazine (27 mg, 0.24 mmol) and DIEA (31 mg, 0.24 mmol) in DMF (1 ml) was added and stirring was continued for 24 h. The mixture was concentrated in vacuo and the residue was purified by chromatography on silica gel (eluant 30/2/1-1/1/1 chl... Starting materials: [BH4-], CC(C)(C)OC(=O)N1CCC(=O)CC1, COCCN, CO, [Na+]. Yields the product COCCNC1CCN(C(=O)OC(C)(C)C)CC1. Reaction SMILES: [BH4-:20].[C:1](=[O:2])([O:3][C:4]([CH3:5])([CH3:6])[CH3:7])[N:8]1[CH2:9][CH2:10][C:11](=[O:14])[CH2:12][CH2:13]1.[CH3:15][O:16][CH2:17][CH2:18][NH2:19].[CH3:22][OH:23].[Na+:21]>>[C:1](=[O:2])([O:3][C:4]([CH3:5])([CH3:6])[CH3:7])[N:8]1[CH2:9][CH2:10][CH:11]([NH:19][CH2:18][CH2:17][O:16][CH3:15])[CH2:12][CH2:13]1. Reactants: P(=O)(OCCCOC(NCCCCCCCCCCCCCCCCC)=O)(OCCBr)[O-] (3-(N-n-Heptadecylcarbamoyloxy)propyl 2-bromoethyl phosphate), CN(C)C (trimethylamine). The solvent is C1(=CC=CC=C1)C (toluene). Conditions: temperature 60 celsius. Product: P(=O)(OCCCOC(NCCCCCCCCCCCCCCCCC)=O)(OCC[N+](C)(C)C)[O-] (3-(N-n-Heptadecylcarbamoyloxy)propyl 2-trimethylammonioethyl phosphate). Reaction SMILES: [P:1]([O-:32])([O:28][CH2:29][CH2:30]Br)([O:3][CH2:4][CH2:5][CH2:6][O:7][C:8](=[O:27])[NH:9][CH2:10][CH2:11][CH2:12][CH2:13][CH2:14][CH2:15][CH2:16][CH2:17][CH2:18][CH2:19][CH2:20][CH2:21][CH2:22][CH2:23][CH2:24][CH2:25][CH3:26])=[O:2].[CH3:33][N:34]([CH3:36])[CH3:35]>C1(C)C=CC=CC=1>[P:1]([O-:32])([O:28][CH2:29][CH2:30][N+:34]([CH3:36])([CH3:35])[CH3:33])([O:3][CH2:4][CH2:5][CH2:6][O:7][C:8](=[O:27])[NH:9][CH2:10][CH2:11][CH2:12][CH2:13][CH2:14][CH2:15][CH2:16][CH2:17][CH2:18][CH2:19][CH2:20][CH2:21][CH2:22][CH2:23][CH2:24][CH2:25][CH3:26])=[O:2]. Procedure details: The entire amount of the phosphate ester obtained in Example 3 is dissolved in 70 ml of toluene containing 14 g of trimethylamine under anhydrous state and heated at 60° C. for 48 hours. The reaction mixture is concentrated to dryness under reduced pressure, and the residue is dissolved in 40 ml of methanol, vigorously stirred in the presence of 2.7 g of silver carbonate and heated under reflux for 1 hour. After filtration, the filtrate is evaporated to dryness, and the product is separated and ... Starting materials: Cn1ncc2ccc(N)cc21, CCOC(C)=O, CCN(C(C)C)C(C)C, Cc1ccc(S(=O)(=O)n2ccc3c(Cl)nc(Cl)nc32)cc1, C1COCCO1, O. Yields the product Cc1ccc(S(=O)(=O)n2ccc3c(Nc4ccc5cnn(C)c5c4)nc(Cl)nc32)cc1. As a reaction SMILES: [CH3:22][n:23]1[n:24][cH:25][c:26]2[cH:27][cH:28][c:29]([NH2:32])[cH:30][c:31]12.[CH3:42][CH2:43][O:44][C:45]([CH3:46])=[O:47].[CH:33]([N:34]([CH2:35][CH3:36])[CH:37]([CH3:38])[CH3:39])([CH3:40])[CH3:41].[Cl:1][c:2]1[n:3][c:4]([Cl:21])[c:5]2[c:6]([n:7]1)[n:8]([S:11](=[O:12])(=[O:13])[c:14]1[cH:15][cH:16][c:17]([CH3:18])[cH:19][cH:20]1)[cH:9][cH:10]2.[O:48]1[CH2:49][CH2:50][O:51][CH2:52][CH2:53]1.[OH2:54]>>[Cl:1][c:2]1[n:3][c:4]([NH:32][c:29]2[cH:28][cH:27][c:26]3[cH:25][n:24][n:23]([CH3:22])[c:31]3[cH:30]2)[c:5]2[c:6]([n:7]1)[n:8]([S:11](=[O:12])(=[O:13])[c:14]1[cH:15][cH:16][c:17]([CH3:18])[cH:19][cH:20]1)[cH:9][cH:10]2.